This data is from the Open Reaction Database (ORD), a public repository of structured organic reaction records. The task is: describe an organic reaction: reactants, conditions, products, and yield Reactants: CC1=C(C=NC=C1)C1=C2C=NNC2=CC=C1 (4-(4-Methylpyridin-3-yl)-1H-indazole), BrC1=CN=CC2=CC=CC=C12 (4-bromoisoquinoline), C(C)(C)(C)OC(=O)NC1=CC=C(C=C1)B(O)O (4-(tert-butoxy carbonylamino)phenylboronic acid). The product is C1=NC=C(C2=CC=CC=C12)C1=CC=C(C=C1)NC(OC(C)(C)C)=O (tert-Butyl 4-(isoquinolin-4-yl)phenylcarbamate), foam. Isolated yield 63.0%. As a reaction SMILES: Br[C:2]1[C:11]2[C:6](=[CH:7][CH:8]=[CH:9][CH:10]=2)[CH:5]=[N:4][CH:3]=1.[C:12]([O:16][C:17]([NH:19][C:20]1[CH:25]=[CH:24][C:23](B(O)O)=[CH:22][CH:21]=1)=[O:18])([CH3:15])([CH3:14])[CH3:13].CC1C=CN=CC=1C1C=CC=C2C=1C=NN2>>[CH:5]1[C:6]2[C:11](=[CH:10][CH:9]=[CH:8][CH:7]=2)[C:2]([C:23]2[CH:22]=[CH:21][C:20]([NH:19][C:17](=[O:18])[O:16][C:12]([CH3:14])([CH3:13])[CH3:15])=[CH:25][CH:24]=2)=[CH:3][N:4]=1. Procedure: Intermediate 10A was prepared from 4-bromoisoquinoline and 4-(tert-butoxy carbonylamino)phenylboronic acid by the procedure described for the preparation of Intermediate 1C, and was obtained as an off-white foam (63% yield). MS (ES): m/z=321.2 [M+H]+. HPLC Ret timea: 2.432 min. 1H NMR (400 MHz, DMSO-d6) δ ppm 1.51 (s, 9 H) 7.44 (d, J=8.53 Hz, 2 H) 7.65 (d, J=8.53 Hz, 2 H) 7.68-7.75 (m, 1 H) 7.75-7.82 (m, 1 H) 7.88 (d, J=8.53 Hz, 1 H) 8.20 (d, J=7.78 Hz, 1 H) 8.40 (s, 1 H) 9.31 (s, 1 H) 9.57 (s, ...